From a dataset of the Open Reaction Database (ORD), a public repository of structured organic reaction records. describe an organic reaction: reactants, conditions, products, and yield Reactants: C1CC(=O)N(C1=O)Br (NBS), C(C1=CC=CC=C1)(=O)OOC(C1=CC=CC=C1)=O (benzoyl peroxide), COC1=CC(=NC(=C1C(=O)OCC)C)C=1C=NC(=C(C1)OC)OC (ethyl 4,5′,6′-trimethoxy-6-methyl-2,3′-bipyridine-5-carboxylate), C1CC(=O)N(C1=O)Br (NBS), C([O-])([O-])=O.[K+].[K+] (Potassium carbonate). Run in C(Cl)(Cl)(Cl)Cl (CCl4). Conditions: temperature 65 celsius, time 24 hour. Yields the product BrCC1=C(C(=CC(=N1)C=1C=NC(=C(C1)OC)OC)OC)C(=O)OCC (ethyl 6-(bromomethyl)-4,5′,6′-trimethoxy-2,3′-bipyridine-5-carboxylate), white solid. As a reaction SMILES: [CH3:1][O:2][C:3]1[C:8]([C:9]([O:11][CH2:12][CH3:13])=[O:10])=[C:7]([CH3:14])[N:6]=[C:5]([C:15]2[CH:16]=[N:17][C:18]([O:23][CH3:24])=[C:19]([O:21][CH3:22])[CH:20]=2)[CH:4]=1.C1C(=O)N([Br:32])C(=O)C1.C(OOC(=O)C1C=CC=CC=1)(=O)C1C=CC=CC=1.C(=O)([O-])[O-].[K+].[K+]>C(Cl)(Cl)(Cl)Cl>[Br:32][CH2:14][C:7]1[N:6]=[C:5]([C:15]2[CH:16]=[N:17][C:18]([O:23][CH3:24])=[C:19]([O:21][CH3:22])[CH:20]=2)[CH:4]=[C:3]([O:2][CH3:1])[C:8]=1[C:9]([O:11][CH2:12][CH3:13])=[O:10] |f:3.4.5|. Procedure: As shown in step 9-iv of Scheme 9, Compound 2032 (200 mg, 0.628 mmol) and NBS (112 mg, 0.63 mmol) were added to 15 mL of CCl4 and the solution purged with nitrogen for 5 minutes. Benzoyl peroxide (20 mole %) was added and the reaction mixture heated at 65° C. under nitrogen for 16 hours. An additional equivalent of NBS and 0.3 equivalents of benzoyl peroxide were added and heating continued for an additional hour. Potassium carbonate (1.0 g) was added as an acid scavenger and heating continued f... The reactants are [N+](=O)(O)[O-] (nitric acid), ClC1=CC(=C(C=C1)N1N=CC(N(C1=O)C)=O)F (2-(4-chloro-2-fluorophenyl)-4-methyl-1,2,4-triazine-3,5(2H,4H)-dione), ice water. Run in S(O)(O)(=O)=O (sulfuric acid), S(O)(O)(=O)=O (sulfuric acid). Conditions: time 4 hour. Yields the product ClC1=CC(=C(C=C1[N+](=O)[O-])N1N=CC(N(C1=O)C)=O)F (2-(4-chloro-2-fluoro-5-nitrophenyl)-4-methyl-1,2,4-triazine-3,5(2H,4H)-dione). RXN SMILES: [Cl:1][C:2]1[CH:7]=[CH:6][C:5]([N:8]2[C:13](=[O:14])[N:12]([CH3:15])[C:11](=[O:16])[CH:10]=[N:9]2)=[C:4]([F:17])[CH:3]=1.[N+:18]([O-])([OH:20])=[O:19]>S(=O)(=O)(O)O>[Cl:1][C:2]1[C:7]([N+:18]([O-:20])=[O:19])=[CH:6][C:5]([N:8]2[C:13](=[O:14])[N:12]([CH3:15])[C:11](=[O:16])[CH:10]=[N:9]2)=[C:4]([F:17])[CH:3]=1. Procedure: To a stirred solution of 24.7 g (0.097 mole) of 2-(4-chloro-2-fluorophenyl)-4-methyl-1,2,4-triazine-3,5(2H,4H)-dione in 30 mL of concentrated sulfuric acid was added dropwise a mixture of 70 mL of concentrated sulfuric acid and 100 mL of fuming nitric acid. The reaction mixture temperature was kept below 40° C. during the addition. Upon completion of addition the reaction mixture was stirred at ambient temperature for four hours. The reaction mixture was poured into ice-water and the mixture ext... The reactants are N(=NC(=O)OCC)C(=O)OCC (diethyl azodicarboxylate), FC(C=CCO)(F)F (1-trifluoromethylprop-1-en-3-ol), BrC1=C(C=CC(=C1)F)O (2-bromo-4-fluorophenol), C1(=CC=CC=C1)P(C1=CC=CC=C1)C1=CC=CC=C1 (triphenylphosphine). Run in ClCCl (dichloromethane). Conditions: time 1 hour. The product is FC(C=CCOC1=C(C=C(C=C1)F)Br)(F)F (1-(1-trifluoromethylprop-1-en-3-yloxy)-2-bromo-4-fluorobenzene). Isolated yield 120.1%. RXN SMILES: [F:1][C:2]([F:8])([F:7])[CH:3]=[CH:4][CH2:5][OH:6].[Br:9][C:10]1[CH:15]=[C:14]([F:16])[CH:13]=[CH:12][C:11]=1O.C1(P(C2C=CC=CC=2)C2C=CC=CC=2)C=CC=CC=1.N(C(OCC)=O)=NC(OCC)=O>ClCCl>[F:1][C:2]([F:8])([F:7])[CH:3]=[CH:4][CH2:5][O:6][C:11]1[CH:12]=[CH:13][C:14]([F:16])=[CH:15][C:10]=1[Br:9]. Procedure: A solution of 2.10 gm (16.7 mMol) 1-trifluoromethylprop-1-en-3-ol, 3.19 gm (16.7 mMol) 2-bromo-4-fluorophenol, and 4.81 gm (18.4 mMol) triphenylphosphine in 25 mL dichloromethane was cooled to 0° C. and then 2.9 mL (18.4 mMol) diethyl azodicarboxylate were added. The reaction mixture was stirred for 1 hour at room temperature and then the reaction mixture was directly subjected to flash silica gel chromatography, eluting with 20:1 hexane:ethyl acetate. Fractions containing product were combined ... Starting materials: C(CCC)[Li] (n-butyl lithium), CN(C(C)=O)OC (N-methyl-N-methoxyacetamide), O (water), BrC=1C=C2C=CC(=CC2=CC1)C(C(C)C)(O)C=1N=CN(C1)C(C1=CC=CC=C1)(C1=CC=CC=C1)C1=CC=CC=C1 (1-(6-Bromonaphthalen-2-yl)-2-methyl-1-(1-trityl-1H-imidazol-4-yl)-1-propanol). The solvent is CCCCCC (hexane), C1CCOC1 (THF), C1CCOC1 (THF). Reaction conditions: temperature -70 celsius, time 20 minute. The product is OC(C(C)C)(C=1N=CNC1)C=1C=C2C=CC(=CC2=CC1)C(C)=O (1-{6-[1-Hydroxy-1-(1H-imidazol-4-yl)-2-methylpropyl]naphthalen-2-yl}-1-ethanone). Isolated yield 96.1%. As a reaction SMILES: Br[C:2]1[CH:3]=[C:4]2[C:9](=[CH:10][CH:11]=1)[CH:8]=[C:7]([C:12]([C:17]1[N:18]=[CH:19][N:20](C(C3C=CC=CC=3)(C3C=CC=CC=3)C3C=CC=CC=3)[CH:21]=1)([OH:16])[CH:13]([CH3:15])[CH3:14])[CH:6]=[CH:5]2.C([Li])CCC.CN(OC)[C:48](=[O:50])[CH3:49].O>C1COCC1.CCCCCC>[OH:16][C:12]([C:7]1[CH:8]=[C:3]2[C:4](=[CH:5][CH:6]=1)[CH:9]=[C:10]([C:48](=[O:50])[CH3:49])[CH:11]=[CH:2]2)([C:17]1[N:18]=[CH:19][NH:20][CH:21]=1)[CH:13]([CH3:14])[CH3:15]. Procedure details: 1-(6-Bromonaphthalen-2-yl)-2-methyl-1-(1-trityl-1H-imidazol-4-yl)-1-propanol (7.0 g) was dissolved in THF (150 ml). The solution was cooled to −70° C. To the mixture was slowly added a solution of n-butyl lithium in hexane (1.6 M; 16.4 ml), and the mixture was stirred at −70° C. for 20 min. To the mixture was added dropwise a solution of N-methyl-N-methoxyacetamide (2.45 g) in THF (10 ml), and the mixture was stirred at −70° C. for 20 min. To the mixture was added water, and the mixture was extr... Starting materials: C(CCC)C=1N(C(N(N1)C1=C(C=CC(=C1)[N+](=O)[O-])C(F)(F)F)=O)CC1=C(C=C(C=C1)C1=C(C=CC=C1)S(NC(C)(C)C)(=O)=O)F (5-n-Butyl-4-[[2'-(N-t-butylsulfamoyl)-3-fluorobiphenyl-4-yl]methyl]-2,4-dihydro-2-[5-nitro-2-(trifluoromethyl)phenyl]-3H-1,2,4-triazol-3-one), FC(C(=O)O)(F)F (trifluoroacetic acid), C1(=CC=CC=C1)OC (anisole). Product: C(CCC)C=1N(C(N(N1)C1=C(C=CC(=C1)[N+](=O)[O-])C(F)(F)F)=O)CC1=C(C=C(C=C1)C1=C(C=CC=C1)S(N)(=O)=O)F (5-n-Butyl-2,4-dihydro-4-[(3-fluoro-2'-sulfamoylbiphenyl-4-yl)methyl]-2-[5-nitro-2-(trifluoromethyl)phenyl]-3H-1,2,4-triazol-3-one). Isolated yield 94.0%. As a reaction SMILES: [CH2:1]([C:5]1[N:6]([CH2:24][C:25]2[CH:30]=[CH:29][C:28]([C:31]3[CH:36]=[CH:35][CH:34]=[CH:33][C:32]=3[S:37](=[O:44])(=[O:43])[NH:38]C(C)(C)C)=[CH:27][C:26]=2[F:45])[C:7](=[O:23])[N:8]([C:10]2[CH:15]=[C:14]([N+:16]([O-:18])=[O:17])[CH:13]=[CH:12][C:11]=2[C:19]([F:22])([F:21])[F:20])[N:9]=1)[CH2:2][CH2:3][CH3:4].FC(F)(F)C(O)=O.C1(OC)C=CC=CC=1>>[CH2:1]([C:5]1[N:6]([CH2:24][C:25]2[CH:30]=[CH:29][C:28]([C:31]3[CH:36]=[CH:35][CH:34]=[CH:33][C:32]=3[S:37](=[O:44])(=[O:43])[NH2:38])=[CH:27][C:26]=2[F:45])[C:7](=[O:23])[N:8]([C:10]2[CH:15]=[C:14]([N+:16]([O-:18])=[O:17])[CH:13]=[CH:12][C:11]=2[C:19]([F:20])([F:22])[F:21])[N:9]=1)[CH2:2][CH2:3][CH3:4]. Procedure: Reaction of 5-n-butyl-4-[[2'-(N-t-butylsulfamoyl)-3-fluorobiphenyl-4-yl]methyl]-2,4-dihydro-2-[5-nitro-2-(trifluoromethyl)phenyl]-3H-1,2,4-triazol-3-one (from Step D) with trifluoroacetic acid in the presence of anisole according to the procedure of Example 76, Step G, gave a 94% yield of the title compound as a pale yellow foam, homogeneous by TLC (95:5 CH2Cl2 --MeOH); mass spectrum (FAB) m/e 594 (M+1)+. Reactants: COC1=C(C=CC=C1)B(O)O (2-methoxybenzene boronic acid), BrC=1C=CC(=C(C1)NC(COCC(=O)NC1=C(C(=O)O)C=C(C=C1)Cl)=O)C (2-[((2-[(5-bromo-2-methylphenyl)amino]-2-oxoethoxy)acetyl)amino]-5-chlorobenzoic acid). Yields the product methyl ester, ClC=1C=CC(=C(C(=O)O)C1)NC(COCC(=O)NC=1C=C(C=CC1C)C1=C(C=CC=C1)OC)=O (5-chloro-2-[((2-[(2′-methoxy-4-methylbiphenyl-3-yl)amino]-2-oxoethoxy)acetyl)amino]benzoic acid). Reaction SMILES: [CH3:1][O:2][C:3]1[CH:8]=[CH:7][CH:6]=[CH:5][C:4]=1B(O)O.Br[C:13]1[CH:14]=[CH:15][C:16]([CH3:38])=[C:17]([NH:19][C:20](=[O:37])[CH2:21][O:22][CH2:23][C:24]([NH:26][C:27]2[CH:35]=[CH:34][C:33]([Cl:36])=[CH:32][C:28]=2[C:29]([OH:31])=[O:30])=[O:25])[CH:18]=1>>[Cl:36][C:33]1[CH:34]=[CH:35][C:27]([NH:26][C:24](=[O:25])[CH2:23][O:22][CH2:21][C:20]([NH:19][C:17]2[CH:18]=[C:13]([C:4]3[CH:5]=[CH:6][CH:7]=[CH:8][C:3]=3[O:2][CH3:1])[CH:14]=[CH:15][C:16]=2[CH3:38])=[O:37])=[C:28]([CH:32]=1)[C:29]([OH:31])=[O:30]. Reported procedure: Using the same method as in Example 19-(ii), 2-methoxybenzene boronic acid was reacted with the 2-[((2-[(5-bromo-2-methylphenyl)amino]-2-oxoethoxy)acetyl)amino]-5-chlorobenzoic acid.methyl ester to give 5-chloro-2-[((2-[(2′-methoxy-4-methylbiphenyl-3-yl)amino]-2-oxoethoxy)acetyl)amino]benzoic acid.methyl ester (yield: 87%). Starting materials: NC=1C=CC(=NC1)OC=1C=C2CCC(OC2=CC1)C1=CC=CC=C1 (5-Amino-2-(2-phenylchroman-6-yloxy)-pyridine), C(C)(C)(C)OC(=O)N1CCC(C(=O)O)CC1 (N-(tert-butoxycarbonyl)isonipecotic acid), Cl.CN(CCCN=C=NCC)C (1-(3-dimethylaminopropyl)-3-ethylcarbodiimide hydrochloride). The solvent is C1CCOC1 (THF). The product is C(C)(C)(C)OC(=O)N1CCC(CC1)C(NC=1C=NC(=CC1)OC=1C=C2CCC(OC2=CC1)C1=CC=CC=C1)=O (4-[6-(2-Phenylchroman-6yloxy)pyridin-3-ylcarbamoyl]piperidine-1-carboxylic acid tert-butyl ester). Reaction SMILES: [NH2:1][C:2]1[CH:3]=[CH:4][C:5]([O:8][C:9]2[CH:10]=[C:11]3[C:16](=[CH:17][CH:18]=2)[O:15][CH:14]([C:19]2[CH:24]=[CH:23][CH:22]=[CH:21][CH:20]=2)[CH2:13][CH2:12]3)=[N:6][CH:7]=1.[C:25]([O:29][C:30]([N:32]1[CH2:40][CH2:39][CH:35]([C:36](O)=[O:37])[CH2:34][CH2:33]1)=[O:31])([CH3:28])([CH3:27])[CH3:26].Cl.CN(C)CCCN=C=NCC>C1COCC1>[C:25]([O:29][C:30]([N:32]1[CH2:40][CH2:39][CH:35]([C:36](=[O:37])[NH:1][C:2]2[CH:7]=[N:6][C:5]([O:8][C:9]3[CH:10]=[C:11]4[C:16](=[CH:17][CH:18]=3)[O:15][CH:14]([C:19]3[CH:20]=[CH:21][CH:22]=[CH:23][CH:24]=3)[CH2:13][CH2:12]4)=[CH:4][CH:3]=2)[CH2:34][CH2:33]1)=[O:31])([CH3:28])([CH3:27])[CH3:26] |f:2.3|. Procedure: 5-Amino-2-(2-phenylchroman-6-yloxy)-pyridine (500 mg) and N-(tert-butoxycarbonyl)isonipecotic acid (541 mg) was dissolved in 40 ml of THF. 1-(3-dimethylaminopropyl)-3-ethylcarbodiimide hydrochloride (451 mg) was added. The mixture was refluxed for few hours. Reaction was quenched with addition of water and extracted with ethyl acetate. Combined organic layers were washed with water, saturated sodium carbonate solution, dried with Na2SO4 and evaporated. 1H-NMR (300 MHz; d6-DMSO) δ: 10.0 (s, 1H), ... Starting materials: C, O=C(Nc1cc(C=Cc2cccc(Cl)c2)ccc1C(=O)O)c1ccccc1, CO, CCOC(C)=O, [Pd]. Yields the product O=C(Nc1cc(CCc2cccc(Cl)c2)ccc1C(=O)O)c1ccccc1. As a reaction SMILES: [C:30].[C:3]([c:4]1[cH:5][cH:6][cH:7][cH:8][cH:9]1)(=[O:10])[NH:11][c:12]1[c:13]([C:14](=[O:15])[OH:16])[cH:17][cH:18][c:19]([CH:21]=[CH:22][c:23]2[cH:24][c:25]([Cl:29])[cH:26][cH:27][cH:28]2)[cH:20]1.[CH3:1][OH:2].[CH3:32][CH2:33][O:34][C:35](=[O:36])[CH3:37].[Pd:31]>>[C:3]([c:4]1[cH:5][cH:6][cH:7][cH:8][cH:9]1)(=[O:10])[NH:11][c:12]1[c:13]([C:14](=[O:15])[OH:16])[cH:17][cH:18][c:19]([CH2:21][CH2:22][c:23]2[cH:24][c:25]([Cl:29])[cH:26][cH:27][cH:28]2)[cH:20]1. Starting materials: O=C([O-])O, CN(C(=O)OC(C)(C)C)c1cc(Oc2ccc(C(F)(F)F)cc2)ccc1[N+](=O)[O-], [Na+], [Na+], [Na+], C1COCCO1, O, O=S([O-])S(=O)[O-]. Yields the product CN(C(=O)OC(C)(C)C)c1cc(Oc2ccc(C(F)(F)F)cc2)ccc1N. Reaction SMILES: [C:1](=[O:2])([OH:3])[O-:4].[CH3:14][N:15]([C:16]([O:17][C:18]([CH3:19])([CH3:20])[CH3:21])=[O:22])[c:23]1[c:24]([N+:40]([O-:41])=[O:42])[cH:25][cH:26][c:27]([O:29][c:30]2[cH:31][cH:32][c:33]([C:36]([F:37])([F:38])[F:39])[cH:34][cH:35]2)[cH:28]1.[Na+:12].[Na+:13].[Na+:5].[O:43]1[CH2:44][CH2:45][O:46][CH2:47][CH2:48]1.[OH2:49].[S:6]([S:7]([O-:8])=[O:9])([O-:10])=[O:11]>>[CH3:14][N:15]([C:16]([O:17][C:18]([CH3:19])([CH3:20])[CH3:21])=[O:22])[c:23]1[c:24]([NH2:40])[cH:25][cH:26][c:27]([O:29][c:30]2[cH:31][cH:32][c:33]([C:36]([F:37])([F:38])[F:39])[cH:34][cH:35]2)[cH:28]1.